From a dataset of the Open Reaction Database (ORD), a public repository of structured organic reaction records. describe an organic reaction: reactants, conditions, products, and yield The reactants are C(C1=CC=CC=C1)OC=1C=C(C=CC1)CNCCO (2-[(3-benzyloxyphenyl)methylamino]ethanol), C(C(C)(C)C)(=O)Cl (pivaloyl chloride), N1=CC=CC=C1 (pyridine). Solvent: C1(=CC=CC=C1)C (toluene). Run at temperature 85 celsius, time 2 hour. Yields the product C(C1=CC=CC=C1)OC=1C=C(C=CC1)CNCCOC(C(C)(C)C)=O (2,2-dimethylpropionic acid 2-[(3-benzyloxyphenyl)methylamino]ethyl ester). RXN SMILES: [CH2:1]([O:8][C:9]1[CH:10]=[C:11]([CH2:15][NH:16][CH2:17][CH2:18][OH:19])[CH:12]=[CH:13][CH:14]=1)[C:2]1[CH:7]=[CH:6][CH:5]=[CH:4][CH:3]=1.[C:20](Cl)(=[O:25])[C:21]([CH3:24])([CH3:23])[CH3:22].N1C=CC=CC=1>C1(C)C=CC=CC=1>[CH2:1]([O:8][C:9]1[CH:10]=[C:11]([CH2:15][NH:16][CH2:17][CH2:18][O:19][C:20](=[O:25])[C:21]([CH3:24])([CH3:23])[CH3:22])[CH:12]=[CH:13][CH:14]=1)[C:2]1[CH:3]=[CH:4][CH:5]=[CH:6][CH:7]=1. Procedure details: Next, to toluene (50 ml) were added 2-[(3-benzyloxyphenyl)methylamino]ethanol (10.3 g, 39.9 mmol), pivaloyl chloride (9.6 g, 79.8 mmol), and pyridine (7.6 g, 95.8 mmol). The mixture was stirred at room temperature for 1 hour and further at 85° C. for 2 hours. After pyridine hydrochloride was removed by filtration, the filtrate was concentrated. The product was purified by silica gel chromatography to give 2,2-dimethylpropionic acid 2-[(3-benzyloxyphenyl)methylamino]ethyl ester as a colorless oil...